From a dataset of the Open Reaction Database (ORD), a public repository of structured organic reaction records. describe an organic reaction: reactants, conditions, products, and yield Starting materials: COc1ccc(C(=O)Cc2c(Cl)cncc2Cl)cc1OC, O=C(Cl)Cc1ccccc1. The product is COc1ccc(C(=Cc2c(Cl)cncc2Cl)OC(=O)Cc2ccccc2)cc1OC. RXN SMILES: [Cl:11][c:12]1[cH:13][n:14][cH:15][c:16]([Cl:31])[c:17]1[CH2:18][C:19](=[O:20])[c:21]1[cH:22][c:23]([O:29][CH3:30])[c:24]([O:27][CH3:28])[cH:25][cH:26]1.[c:1]1([CH2:7][C:8](=[O:9])[Cl:10])[cH:2][cH:3][cH:4][cH:5][cH:6]1>>[c:1]1([CH2:7][C:8](=[O:9])[O:20][C:19](=[CH:18][c:17]2[c:12]([Cl:11])[cH:13][n:14][cH:15][c:16]2[Cl:31])[c:21]2[cH:22][c:23]([O:29][CH3:30])[c:24]([O:27][CH3:28])[cH:25][cH:26]2)[cH:2][cH:3][cH:4][cH:5][cH:6]1. Reactants: NC=1C2=C(N=CN1)C(=CS2)C(=O)NC=2C=C(C(=O)O)C=CC2C (3-(4-Aminothieno[3,2-d]pyrimidine-7-carboxamido)-4-methylbenzoic acid), COC=1C=C(N)C=CC1 (3-methoxyaniline). The product is NC=1C2=C(N=CN1)C(=CS2)C(=O)NC2=C(C=CC(=C2)C(NC2=CC(=CC=C2)OC)=O)C (4-Amino-N-(5-(3-methoxyphenylcarbamoyl)-2-methylphenyl)thieno[3,2-d]pyrimidine-7-carboxamide). RXN SMILES: [NH2:1][C:2]1[C:3]2[S:10][CH:9]=[C:8]([C:11]([NH:13][C:14]3[CH:15]=[C:16]([CH:20]=[CH:21][C:22]=3[CH3:23])[C:17](O)=[O:18])=[O:12])[C:4]=2[N:5]=[CH:6][N:7]=1.[CH3:24][O:25][C:26]1[CH:27]=[C:28]([CH:30]=[CH:31][CH:32]=1)[NH2:29]>>[NH2:1][C:2]1[C:3]2[S:10][CH:9]=[C:8]([C:11]([NH:13][C:14]3[CH:15]=[C:16]([C:17](=[O:18])[NH:29][C:28]4[CH:30]=[CH:31][CH:32]=[C:26]([O:25][CH3:24])[CH:27]=4)[CH:20]=[CH:21][C:22]=3[CH3:23])=[O:12])[C:4]=2[N:5]=[CH:6][N:7]=1. Procedure details: The procedure of Step 5 of Example 1 was repeated except for using 3-(4-aminothieno[3,2-d]pyrimidine-7-carboxamido)-4-methylbenzoic acid obtained in Step 4 of Example 8 and 3-methoxyaniline to obtain the title compound (see Table 1). Solvent: C(Cl)Cl (methylene chloride), C(Cl)Cl (methylene chloride). Product: C(#N)C(C(=O)NC1=CC=CC=C1)=CC1=CC(=C(C(=C1)O)O)Cl (2-cyano-3-(3-chloro-4, 5-dihydroxyphenyl) propenanilide). As a reaction SMILES: [C:1]([C:3](=[CH:13][C:14]1[CH:19]=[C:18]([O:20]C)[C:17]([OH:22])=[C:16]([Cl:23])[CH:15]=1)[C:4]([NH:6][C:7]1[CH:12]=[CH:11][CH:10]=[CH:9][CH:8]=1)=[O:5])#[N:2].B(Br)(Br)Br.O>C(Cl)Cl>[C:1]([C:3](=[CH:13][C:14]1[CH:19]=[C:18]([OH:20])[C:17]([OH:22])=[C:16]([Cl:23])[CH:15]=1)[C:4]([NH:6][C:7]1[CH:8]=[CH:9][CH:10]=[CH:11][CH:12]=1)=[O:5])#[N:2]. The reactants are solution, O (water), C(#N)C(C(=O)NC1=CC=CC=C1)=CC1=CC(=C(C(=C1)OC)O)Cl (2-cyano-3-(3-chloro-4-hydroxy-5-methoxyphenyl) propenanilide), B(Br)(Br)Br (boron tribromide). Procedure: To a solution of 2-cyano-3-(3-chloro-4-hydroxy-5-methoxyphenyl) propenanilide (340 mg, 1.03 mmol) in methylene chloride (20 ml) chilled at -70° C. was dropwise added 1M solution of boron tribromide in methylene chloride (2.50 ml, 2.5 mmol). The reaction mixture was gradually allowed to warm to room temperature and poured into water. The product was extracted with ethyl acetate, dried over MgSO4 and concentrated. The resulting solid was suspended in diethyl ether, refluxed for 10 minutes and the ... The yield is 80.2%.